This data is from the Open Reaction Database (ORD), a public repository of structured organic reaction records. The task is: describe an organic reaction: reactants, conditions, products, and yield Starting materials: ClC1=CC2=C(N(C(=N2)CCl)C2CC(N(C2)CC2=CC=C(C=C2)OC)=O)C=C1 (4-[5-chloro-2-(chloromethyl)-1H-benzimidazol-1-yl]-1-(4-methoxybenzyl)pyrrolidin-2-one), CS(=O)(=O)C1=NNC2=CN=CC=C21 (3-(methylsulfonyl)-1H-pyrazolo[3,4-c]pyridine), C(=O)([O-])[O-].[Cs+].[Cs+] (Cs2CO3). The solvent is CN(C)C=O (DMF), O (H2O), CCOC(=O)C (EtOAc). Reaction conditions: time 4 hour. Product: ClC1=CC2=C(N(C(=N2)CN2N=C(C=3C2=CN=CC3)S(=O)(=O)C)C3CC(N(C3)CC3=CC=C(C=C3)OC)=O)C=C1 (4-(5-chloro-2-{[3-(methylsulfonyl)-1H-pyrazolo[3,4-c]pyridin-1-yl]methyl}-1H-benzimidazol-1-yl)-1-(4-methoxybenzyl)pyrrolidin-2-one). RXN SMILES: [Cl:1][C:2]1[CH:27]=[CH:26][C:5]2[N:6]([CH:11]3[CH2:15][N:14]([CH2:16][C:17]4[CH:22]=[CH:21][C:20]([O:23][CH3:24])=[CH:19][CH:18]=4)[C:13](=[O:25])[CH2:12]3)[C:7]([CH2:9]Cl)=[N:8][C:4]=2[CH:3]=1.[CH3:28][S:29]([C:32]1[C:40]2[C:35](=[CH:36][N:37]=[CH:38][CH:39]=2)[NH:34][N:33]=1)(=[O:31])=[O:30].C([O-])([O-])=O.[Cs+].[Cs+]>CN(C=O)C.O.CCOC(C)=O>[Cl:1][C:2]1[CH:27]=[CH:26][C:5]2[N:6]([CH:11]3[CH2:15][N:14]([CH2:16][C:17]4[CH:18]=[CH:19][C:20]([O:23][CH3:24])=[CH:21][CH:22]=4)[C:13](=[O:25])[CH2:12]3)[C:7]([CH2:9][N:34]3[C:35]4=[CH:36][N:37]=[CH:38][CH:39]=[C:40]4[C:32]([S:29]([CH3:28])(=[O:30])=[O:31])=[N:33]3)=[N:8][C:4]=2[CH:3]=1 |f:2.3.4|. Procedure details: To a solution of 4-[5-chloro-2-(chloromethyl)-1H-benzimidazol-1-yl]-1-(4-methoxybenzyl)pyrrolidin-2-one (294 mg, 1.492 mmol) in 50 mL of DMF was added 3-(methylsulfonyl)-1H-pyrazolo[3,4-c]pyridine (722 mg, 1.791 mmol) and Cs2CO3 (584 mg, 2.985 mmol). The resulting mixture was stirred at RT for 4 hours, then diluted with 40 mL of H2O and EtOAc. The separated aqueous phase was extracted with EtOAc (15 mL×3). The combined organic phases were washed with 30 mL of brine, and then dried over Na2SO4, t... Reactants: Cl (hydrochloric acid), FC1=CC=C2C(C(NC2=C1F)=O)=O (6,7-Difluoroisatin), [OH-].[Na+] (sodium hydroxide), OO (Hydrogen peroxide). Run at temperature 65 celsius. The product is NC1=C(C(=O)O)C=CC(=C1F)F (2-amino-3,4-difluorobenzoic acid). RXN SMILES: [F:1][C:2]1[C:10]([F:11])=[C:9]2[C:5]([C:6](=[O:13])C(=O)[NH:8]2)=[CH:4][CH:3]=1.[OH-:14].[Na+].OO.Cl>>[NH2:8][C:9]1[C:10]([F:11])=[C:2]([F:1])[CH:3]=[CH:4][C:5]=1[C:6]([OH:13])=[O:14] |f:1.2|. Procedure details: 6,7-Difluoroisatin (22.2 g) was added to a solution of sodium hydroxide (2N, 185 ml). Hydrogen peroxide (30%, 36 ml) was added at 40° C. or less over 20 minutes. After 1 hour the mixture was heated to 65° C. for 0.5 hours, cooled, poured onto water and acidified with concentrated hydrochloric acid. The resulting solid was filtered, washed with water and recrystallised from ethyl acetate/cyclohexane to give 2-amino-3,4-difluorobenzoic acid (11.3 g) as an orange solid, m.p. 207-208° C. Starting materials: C1(=CC=CC=C1)NC1=CC=CC=C1 (diphenylamine), BrC1=CC=C(C=C1)C(=O)C(=O)C1=CC=C(C=C1)Br (4,4′-dibromobenzil), CC(C)(C)[O-].[Na+] (NaOtBu), [NH4+].[Cl-] (NH4Cl). The reagents and catalysts are C=1C=CC(=CC1)/C=C/C(=O)/C=C/C2=CC=CC=C2.C=1C=CC(=CC1)/C=C/C(=O)/C=C/C2=CC=CC=C2.C=1C=CC(=CC1)/C=C/C(=O)/C=C/C2=CC=CC=C2.[Pd].[Pd] (Pd2(dba)3), C1=CC=C(C=C1)P([C-]2C=CC=C2)C3=CC=CC=C3.C1=CC=C(C=C1)P([C-]2C=CC=C2)C3=CC=CC=C3.[Fe+2] (dppf). The solvent is C1(=CC=CC=C1)C (toluene). Reaction conditions: temperature 120 celsius. Product: C1(=CC=CC=C1)N(C1=CC=CC=C1)C1=CC=C(C=C1)C(=O)C(=O)C1=CC=C(C=C1)N(C1=CC=CC=C1)C1=CC=CC=C1 (4,4′-Bis(N,N-diphenylamino)benzil). Yield: 39.0%. Reaction SMILES: [C:1]1([NH:7][C:8]2[CH:13]=[CH:12][CH:11]=[CH:10][CH:9]=2)[CH:6]=[CH:5][CH:4]=[CH:3][CH:2]=1.Br[C:15]1[CH:20]=[CH:19][C:18]([C:21]([C:23]([C:25]2[CH:30]=[CH:29][C:28](Br)=[CH:27][CH:26]=2)=[O:24])=[O:22])=[CH:17][CH:16]=1.C[C:33]([O-])([CH3:35])[CH3:34].[Na+].[NH4+:38].[Cl-]>C1(C)C=CC=CC=1.C1C=CC(/C=C/C(/C=C/C2C=CC=CC=2)=O)=CC=1.C1C=CC(/C=C/C(/C=C/C2C=CC=CC=2)=O)=CC=1.C1C=CC(/C=C/C(/C=C/C2C=CC=CC=2)=O)=CC=1.[Pd].[Pd].C1C=CC(P(C2C=CC=CC=2)[C-]2C=CC=C2)=CC=1.C1C=CC(P(C2C=CC=CC=2)[C-]2C=CC=C2)=CC=1.[Fe+2]>[C:8]1([N:7]([C:15]2[CH:20]=[CH:19][C:18]([C:21]([C:23]([C:25]3[CH:30]=[CH:29][C:28]([N:38]([C:34]4[CH:33]=[CH:35][CH:13]=[CH:8][CH:9]=4)[C:1]4[CH:6]=[CH:5][CH:4]=[CH:3][CH:2]=4)=[CH:27][CH:26]=3)=[O:24])=[O:22])=[CH:17][CH:16]=2)[C:1]2[CH:2]=[CH:3][CH:4]=[CH:5][CH:6]=2)[CH:9]=[CH:10][CH:11]=[CH:12][CH:13]=1 |f:2.3,4.5,7.8.9.10.11,12.13.14|. Reported procedure: A schlenk tube was charged with diphenylamine (0.97 g, 5.7 mmol), 4,4′-dibromobenzil (1.0 g, 2.7 mmol), Pd2(dba)3 (0.12 g, 0.13 mmol), dppf (0.15 g, 0.27 mmol), and NaOtBu (1.04 g, 11 mmol) in 50 mL of dry toluene. The reaction mixture was refluxed at 120° C. for 2 days under an argon atmosphere. The reaction mixture was then poured into a saturated NH4Cl aqueous solution and extracted with CH2Cl2. The combined organic layer was dried over anhydrous MgSO4 and the solvent was removed under reduce... Starting materials: C(C)OC(C(C(=O)OCC)(C1=C(C=C(C=C1)[N+](=O)[O-])[N+](=O)[O-])C)=O (methyl-(2,4-dinitrophenyl)-malonic acid diethyl ester). Reagents/catalysts: [Pd] (Pd/C). The solvent is C(C)O (ethanol). The product is NC1=CC=C2C(C(NC2=C1)=O)(C)C(=O)OCC (6-Amino-3-ethoxycarbonyl-3-methylindolin-2-one). As a reaction SMILES: [CH2:1]([O:3][C:4](=[O:24])[C:5]([CH3:23])([C:11]1[CH:16]=[CH:15][C:14]([N+:17]([O-])=O)=[CH:13][C:12]=1[N+:20]([O-])=O)[C:6](OCC)=[O:7])[CH3:2]>[Pd].C(O)C>[NH2:17][C:14]1[CH:13]=[C:12]2[C:11]([C:5]([C:4]([O:3][CH2:1][CH3:2])=[O:24])([CH3:23])[C:6](=[O:7])[NH:20]2)=[CH:16][CH:15]=1. Reported procedure: A solution of 27 g. (0.079 mol) methyl-(2,4-dinitrophenyl)-malonic acid diethyl ester in 800 ml. ethanol is hydrogenated at ambient temperature in the presence of 1 g. 10% Pd/C. Subsequently, the catalyst is filtered off with suction and the filtrate is acidified with ethanolic hydrogen chloride solution, evaporated to dryness and the residue is crystallised out by the addition of isopropanol. Yield: 13.19 g. (71% of theory); m.p. 248° C. Reactants: NC1=CC=CC(=N1)O (6-amino-2-hydroxypyridine), COC(N(CCC)CCC)OC (N,N-di-n-propylformamide dimethyl acetal). The solvent is C=1(C(=CC=CC1)C)C (xylene). Product: N-(2-hydroxy-6-pyridyl)-N',N'-di-n-propylformamidine, CCCN(CCC)C=NC1=CC=CC(=O)N1 (N-(2-pyridon-6-yl)-N',N'-di-n-propylformamidine). RXN SMILES: [NH2:1][C:2]1[N:7]=[C:6]([OH:8])[CH:5]=[CH:4][CH:3]=1.CO[CH:11](OC)[N:12]([CH2:16][CH2:17][CH3:18])[CH2:13][CH2:14][CH3:15]>C1(C)C(C)=CC=CC=1>[CH3:15][CH2:14][CH2:13][N:12]([CH:11]=[N:1][C:2]1[NH:7][C:6](=[O:8])[CH:5]=[CH:4][CH:3]=1)[CH2:16][CH2:17][CH3:18]. Reported procedure: 8.3 g (76 mmol) of 6-amino-2-hydroxypyridine and 20 g (114 mmol) of N,N-di-n-propylformamide dimethyl acetal are placed in 70 ml of xylene under argon. .The whole is heated at 100° for 1/2 hour while stirring It is then allowed to cool, is concentrated by evaporation under a water-jet vacuum and the residue is filtered over 10 times the amount of Florisil using methylene chloride. The fractions containing the product are concentrated by evaporation and then crystallised from n-hexane. N-(2-hydro... The reactants are C1CO1 (Ethylene oxide), FC1(CNCCC1C1=CC(=C(C=C1)NC1=NN2C(C=N1)=CC=C2C=2C(=NC=CC2)OC)OC)F ((±)-[4-(3,3-difluoro-piperidin-4-yl)-2-methoxy-phenyl]-[7-(2-methoxy-pyridin-3-yl)-pyrrolo[2,1-f][1,2,4]triazin-2-yl]-amine). Yields the product FC1(CN(CCC1C1=CC(=C(C=C1)NC1=NN2C(C=N1)=CC=C2C=2C(=NC=CC2)OC)OC)CCO)F ((±)-2-(3,3-Difluoro-4-{3-methoxy-4-[7-(2-methoxy-pyridin-3-yl)-pyrrolo[2,1-f][1,2,4]triazin-2-ylamino]-phenyl}-piperidin-1-yl)-ethanol). Reaction SMILES: [CH2:1]1[O:3][CH2:2]1.[F:4][C:5]1([F:37])[CH:10]([C:11]2[CH:16]=[CH:15][C:14]([NH:17][C:18]3[N:23]=[CH:22][C:21]4=[CH:24][CH:25]=[C:26]([C:27]5[C:28]([O:33][CH3:34])=[N:29][CH:30]=[CH:31][CH:32]=5)[N:20]4[N:19]=3)=[C:13]([O:35][CH3:36])[CH:12]=2)[CH2:9][CH2:8][NH:7][CH2:6]1>>[F:37][C:5]1([F:4])[CH:10]([C:11]2[CH:16]=[CH:15][C:14]([NH:17][C:18]3[N:23]=[CH:22][C:21]4=[CH:24][CH:25]=[C:26]([C:27]5[C:28]([O:33][CH3:34])=[N:29][CH:30]=[CH:31][CH:32]=5)[N:20]4[N:19]=3)=[C:13]([O:35][CH3:36])[CH:12]=2)[CH2:9][CH2:8][N:7]([CH2:1][CH2:2][OH:3])[CH2:6]1. Procedure: Ethylene oxide and (±)-[4-(3,3-difluoro-piperidin-4-yl)-2-methoxy-phenyl]-[7-(2-methoxy-pyridin-3-yl)-pyrrolo[2,1-f][1,2,4]triazin-2-yl]-amine (Example 12, 68 mg) were converted to the title product by a procedure similar to the one described for Example 8 to give a yellow foam (51 mg, 68% yield). 1H NMR (CDCl3): 8.72 (s, 1H), 8.48 (d, J=7.4 Hz, 1H), 8.28 (d, J=8.1 Hz, 1H), 8.24 (d, J=4.3 Hz, 1H), 7.51 (s, 1H), 7.14 (d, J=3.6 Hz, 1H), 7.08 (m, 1H), 6.84 (m, 2H), 4.02 (s, 3H), 3.92 (s, 3H), 3.68 ... Starting materials: C(C)(=O)NC1=C(N(C2=CC(=CC=C12)Cl)C(=O)OCC)C(C1=CC=C(C=C1)OC)=O (3-Acetylamino-6-chloro-1-ethoxycarbonyl-2-(4-methoxybenzoyl)indole). The solvent is C(C)O.CCCCCC (ethanol hexane). Yields the product C(C)(=O)NC1=C(NC2=CC(=CC=C12)Cl)C(C1=CC=C(C=C1)OC)=O (3-Acetylamino-6-chloro-2-(4-methoxybenzoyl)indole). RXN SMILES: [C:1]([NH:4][C:5]1[C:13]2[C:8](=[CH:9][C:10]([Cl:14])=[CH:11][CH:12]=2)[N:7](C(OCC)=O)[C:6]=1[C:20](=[O:29])[C:21]1[CH:26]=[CH:25][C:24]([O:27][CH3:28])=[CH:23][CH:22]=1)(=[O:3])[CH3:2]>C(O)C.CCCCCC>[C:1]([NH:4][C:5]1[C:13]2[C:8](=[CH:9][C:10]([Cl:14])=[CH:11][CH:12]=2)[NH:7][C:6]=1[C:20](=[O:29])[C:21]1[CH:26]=[CH:25][C:24]([O:27][CH3:28])=[CH:23][CH:22]=1)(=[O:3])[CH3:2] |f:1.2|. Procedure details: The title compound was prepared according to the procedure described in step 2 of Example 2 (Method A) from 3-acetylamino-6-chloro-1-ethoxycarbonyl-2-(4-methoxybenzoyl)indole (step 2). m.p.: 137-139° C. (ethanol/hexane) The product is C(C)N(CCO)C1=CC=C(C=C1)C1=CC2=C(OC3(C=N2)N(C2=CC=CC=C2C3(C)C)C)C3=CC=CC=C13 (2-(ethyl(4-(1,3,3-trimethylspiro[indoline-2,2′-naphtho[1,2-b][1,4]oxazine]-6′yl)phenyl)amino)ethanol). As a reaction SMILES: [CH2:1]([N:3]([CH2:23][CH2:24][OH:25])[C:4]1[CH:9]=[CH:8][C:7]([C:10]2[C:19]3[C:14](=[CH:15][CH:16]=[CH:17][CH:18]=3)[C:13](=[O:20])[C:12](=[N:21]O)[CH:11]=2)=[CH:6][CH:5]=1)[CH3:2].[CH3:26][N:27]1[C:35]2[C:30](=[CH:31][CH:32]=[CH:33][CH:34]=2)[C:29]([CH3:37])([CH3:36])[C:28]1=[CH2:38]>C(O)C>[CH2:1]([N:3]([C:4]1[CH:9]=[CH:8][C:7]([C:10]2[C:19]3[C:14](=[CH:15][CH:16]=[CH:17][CH:18]=3)[C:13]3[O:20][C:28]4([C:29]([CH3:37])([CH3:36])[C:30]5[C:35](=[CH:34][CH:33]=[CH:32][CH:31]=5)[N:27]4[CH3:26])[CH:38]=[N:21][C:12]=3[CH:11]=2)=[CH:6][CH:5]=1)[CH2:23][CH2:24][OH:25])[CH3:2]. Run in C(C)O (ethanol). The reactants are C(C)N(C1=CC=C(C=C1)C1=CC(C(C2=CC=CC=C12)=O)=NO)CCO (4-(4-(ethyl(2-hydroxyethyl)amino)phenyl)-2-(hydroxyimino)naphthalen-1(2H)-one), CN1C(C(C2=CC=CC=C12)(C)C)=C (1,3,3-trimethyl-2-methyleneindoline). Run at temperature 100 celsius, time 8 hour. Procedure details: A suspension of 4-(4-(ethyl(2-hydroxyethyl)amino)phenyl)-2-(hydroxyimino)naphthalen-1(2H)-one (4.0 g, 11.89 mmol) in ethanol (100 ml) was treated with 1,3,3-trimethyl-2-methyleneindoline (2.68 g, 15.46 mmol) in one portion and heated to 100° C. in a sealed tube for 4 hrs. The mixture was then cooled to RT and left to stand overnight. The resulting suspension was evaporated in vacuo to approx 25 ml total volume, MeOH added (25 ml) and the mixture stored in the freezer for 3 hrs. After this time t... Starting materials: BrC1=C(N=C(N=N1)N)C1=CC=CC=C1 (6-bromo-5-phenyl-1,2,4-triazin-3-amine), N1C=CC2=CC=C(C=C12)B(O)O (indol-6-boronic acid). Yields the product N1C=CC2=CC=C(C=C12)C1=C(N=C(N=N1)N)C1=CC=CC=C1 (6-(1H-Indol-6-yl)-5-phenyl-1,2,4-triazin-3-amine). The yield is 23.4%. RXN SMILES: Br[C:2]1[N:7]=[N:6][C:5]([NH2:8])=[N:4][C:3]=1[C:9]1[CH:14]=[CH:13][CH:12]=[CH:11][CH:10]=1.[NH:15]1[C:23]2[C:18](=[CH:19][CH:20]=[C:21](B(O)O)[CH:22]=2)[CH:17]=[CH:16]1>>[NH:15]1[C:23]2[C:18](=[CH:19][CH:20]=[C:21]([C:2]3[N:7]=[N:6][C:5]([NH2:8])=[N:4][C:3]=3[C:9]3[CH:14]=[CH:13][CH:12]=[CH:11][CH:10]=3)[CH:22]=2)[CH:17]=[CH:16]1. Reported procedure: 6-(1H-Indol-6-yl)-5-phenyl-1,2,4-triazin-3-amine (107 mg, 23%) was prepared from 6-bromo-5-phenyl-1,2,4-triazin-3-amine (0.4 g, 1.59 mmol) and indol-6-boronic acid (0.256 g, 1.59 mmol) according to the general procedure of Example 1.